This data is from the Open Reaction Database (ORD), a public repository of structured organic reaction records. The task is: describe an organic reaction: reactants, conditions, products, and yield Reaction conditions: temperature 120 celsius. Isolated yield 89.9%. Reported procedure: A mixture of tert-butyl 4-[3-fluoro-5-(methylsulfonyl)phenyl]-4-hydroxypiperidine-1-carboxylate (3.3 g, 8.8 mmol) and polyphosphoric acid (20 ml) was heated at 120° C. for 3 h. The mixture was poured on to ice and was basified with 5 M sodium hydroxide. The mixture was extracted with ethylacetate (3×100 ml) and the combined organic phases was dried (MgSO4), evaporated and purified by flash column chromatography (methanol/ethylacetate 1:1) to give the title compound (2.02 g). MS m/z (rel. intensi... The solvent is polyphosphoric acid. The reactants are FC=1C=C(C=C(C1)S(=O)(=O)C)C1(CCN(CC1)C(=O)OC(C)(C)C)O (tert-butyl 4-[3-fluoro-5-(methylsulfonyl)phenyl]-4-hydroxypiperidine-1-carboxylate), [OH-].[Na+] (sodium hydroxide). The product is FC=1C=C(C=C(C1)S(=O)(=O)C)C=1CCNCC1 (4-[3-fluoro-5-(methylsulfonyl)phenyl]-1,2,3,6-tetrahydropyridine). Reaction SMILES: [F:1][C:2]1[CH:3]=[C:4]([C:12]2(O)[CH2:17][CH2:16][N:15](C(OC(C)(C)C)=O)[CH2:14][CH2:13]2)[CH:5]=[C:6]([S:8]([CH3:11])(=[O:10])=[O:9])[CH:7]=1.[OH-].[Na+]>>[F:1][C:2]1[CH:3]=[C:4]([C:12]2[CH2:17][CH2:16][NH:15][CH2:14][CH:13]=2)[CH:5]=[C:6]([S:8]([CH3:11])(=[O:10])=[O:9])[CH:7]=1 |f:1.2|. Starting materials: Fc1ccc(Br)cc1COCC#CCBr, CN, C1CCOC1. Yields the product CNCC#CCOCc1cc(Br)ccc1F. As a reaction SMILES: [F:3][c:4]1[c:5]([CH2:6][O:7][CH2:8][C:9]#[C:10][CH2:11][Br:12])[cH:13][c:14]([Br:17])[cH:15][cH:16]1.[NH2:1][CH3:2].[O:18]1[CH2:19][CH2:20][CH2:21][CH2:22]1>>[NH:1]([CH3:2])[CH2:11][C:10]#[C:9][CH2:8][O:7][CH2:6][c:5]1[c:4]([F:3])[cH:16][cH:15][c:14]([Br:17])[cH:13]1. Starting materials: COc1ccc(C(=O)O)cc1OCCc1ccc(Cl)cc1Cl, CN(C)C=O, c1cc(N2CCNCC2)ccn1. The product is COc1ccc(C(=O)N2CCN(c3ccncc3)CC2)cc1OCCc1ccc(Cl)cc1Cl. RXN SMILES: [Cl:1][c:2]1[c:3]([CH2:9][CH2:10][O:11][c:12]2[cH:13][c:14]([C:15](=[O:16])[OH:17])[cH:18][cH:19][c:20]2[O:21][CH3:22])[cH:4][cH:5][c:6]([Cl:8])[cH:7]1.[O:35]=[CH:36][N:37]([CH3:38])[CH3:39].[n:23]1[cH:24][cH:25][c:26]([N:29]2[CH2:30][CH2:31][NH:32][CH2:33][CH2:34]2)[cH:27][cH:28]1>>[Cl:1][c:2]1[c:3]([CH2:9][CH2:10][O:11][c:12]2[cH:13][c:14]([C:15](=[O:17])[N:32]3[CH2:31][CH2:30][N:29]([c:26]4[cH:25][cH:24][n:23][cH:28][cH:27]4)[CH2:34][CH2:33]3)[cH:18][cH:19][c:20]2[O:21][CH3:22])[cH:4][cH:5][c:6]([Cl:8])[cH:7]1.